From a dataset of the Open Reaction Database (ORD), a public repository of structured organic reaction records. describe an organic reaction: reactants, conditions, products, and yield Starting materials: ClCCl, CNOC, Cl, O=C(Cl)c1cc2c(F)c(F)c1OCO2, c1ccncc1. Product: CON(C)C(=O)c1cc2c(F)c(F)c1OCO2. RXN SMILES: [CH2:26]([Cl:27])[Cl:28].[CH3:16][O:17][NH:18][CH3:19].[ClH:15].[F:1][c:2]1[c:3]2[c:4]([C:5](=[O:6])[Cl:7])[cH:8][c:9]([c:10]1[F:11])[O:12][CH2:13][O:14]2.[cH:20]1[cH:21][cH:22][n:23][cH:24][cH:25]1>>[F:1][c:2]1[c:3]2[c:4]([C:5](=[O:6])[N:18]([O:17][CH3:16])[CH3:19])[cH:8][c:9]([c:10]1[F:11])[O:12][CH2:13][O:14]2. Procedure: The titled compound was prepared using the experimental protocol described for Preparation 89A employing (E)-6-iodo-3,4-dihydronaphthalen-1(2H)-one oxime (121A) and methyl 5-phenyl-4-(trifluoromethyl)isoxazole-3-carboxylate (Intermediate I-5) as starting materials. The compound had an HPLC retention time=4.42 min. (condition C); LC/MS M+1=509.0. As a reaction SMILES: C1(N2C(C(F)(F)F)=C(C3ON=C4C5C(CCC=34)=CC(C=C)=CC=5)C=N2)C=CC=CC=1.[I:31][C:32]1[CH:33]=[C:34]2[C:39](=[CH:40][CH:41]=1)/[C:38](=[N:42]/[OH:43])/[CH2:37][CH2:36][CH2:35]2.[C:44]1([C:50]2[O:54][N:53]=[C:52]([C:55](OC)=O)[C:51]=2[C:59]([F:62])([F:61])[F:60])[CH:49]=[CH:48][CH:47]=[CH:46][CH:45]=1>>[I:31][C:32]1[CH:33]=[C:34]2[C:39](=[CH:40][CH:41]=1)[C:38]1=[N:42][O:43][C:55]([C:52]3[C:51]([C:59]([F:60])([F:61])[F:62])=[C:50]([C:44]4[CH:49]=[CH:48][CH:47]=[CH:46][CH:45]=4)[O:54][N:53]=3)=[C:37]1[CH2:36][CH2:35]2. Product: IC=1C=C2CCC=3C(=NOC3C3=NOC(=C3C(F)(F)F)C3=CC=CC=C3)C2=CC1 (7-iodo-3-(5-phenyl-4-(trifluoromethyl)isoxazol-3-yl)-4,5-dihydronaphtho[1,2-c]isoxazole). The reactants are C1(=CC=CC=C1)N1N=CC(=C1C(F)(F)F)C1=C2C(=NO1)C1=CC=C(C=C1CC2)C=C (3-(1-phenyl-5-(trifluoromethyl)-1H-pyrazol-4-yl)-7-vinyl-4,5-dihydronaphtho[1,2-c]isoxazole), IC=1C=C2CCC\C(\C2=CC1)=N/O ((E)-6-iodo-3,4-dihydronaphthalen-1(2H)-one oxime), C1(=CC=CC=C1)C1=C(C(=NO1)C(=O)OC)C(F)(F)F (methyl 5-phenyl-4-(trifluoromethyl)isoxazole-3-carboxylate).